Dataset: the Open Reaction Database (ORD), a public repository of structured organic reaction records. Task: describe an organic reaction: reactants, conditions, products, and yield Reactants: C(C=C)C=1C(=CC=C2C=NN(C12)C(NCC)=O)OC(C)=O (Acetic Acid 7-allyl-1-ethylcarbamoyl-1H-indazol-6-yl ester), ClC1=CC(=CC=C1)C(=O)OO (3-chloro-perbenzoic acid). Solvent: ClCCl (dichloromethane). Conditions: time 1 hour. Product: C(C)NC(=O)N1N=CC2=CC=C(C(=C12)CC1OC1)OC(C)=O (Acetic acid 1-ethylcarbamoyl-7-oxiranylmethyl-1H-indazol-6-yl ester). Reaction SMILES: [CH2:1]([C:4]1[C:5]([O:18][C:19](=[O:21])[CH3:20])=[CH:6][CH:7]=[C:8]2[C:12]=1[N:11]([C:13](=[O:17])[NH:14][CH2:15][CH3:16])[N:10]=[CH:9]2)[CH:2]=[CH2:3].ClC1C=CC=C(C(OO)=[O:30])C=1>ClCCl>[CH2:15]([NH:14][C:13]([N:11]1[C:12]2[C:8](=[CH:7][CH:6]=[C:5]([O:18][C:19](=[O:21])[CH3:20])[C:4]=2[CH2:1][CH:2]2[CH2:3][O:30]2)[CH:9]=[N:10]1)=[O:17])[CH3:16]. Reported procedure: To a solution of the product from Step D (2.70 g, 9.4 mmol) in dichloromethane (15 mL) was added 3-chloro-perbenzoic acid (2.31 g, 10.3 mmol, 77% pure) and the mixture stirred at ambient temperature for 1 h. Additional 3-chloro-perbenzoic (0.2 g, 0.9 mmol) was added and the reaction continued for 3 h. The reaction was quenched with saturated aqueous sodium bicarbonate (100 mL) and extracted with dichloromethane (50 mL). The extract was dried (MgSO4) and evaporated to a white solid (1.59 g, 56%):... The reactants are CS(C)=O, N#CCCNc1ccccc1, COc1cc(C(O)CS(C)(=O)=O)cc(OC)c1NC(C)=O. Product: COc1cc(CC(C#N)=CNc2ccccc2)cc(OC)c1NC(C)=O. Reaction SMILES: [CH3:33][S:34]([CH3:35])=[O:36].[NH:1]([c:2]1[cH:3][cH:4][cH:5][cH:6][cH:7]1)[CH2:8][CH2:9][C:10]#[N:11].[OH:12][CH:13]([CH2:14][S:15]([CH3:16])(=[O:17])=[O:18])[c:19]1[cH:20][c:21]([O:31][CH3:32])[c:22]([NH:23][C:24]([CH3:25])=[O:26])[c:27]([O:29][CH3:30])[cH:28]1>>[NH:1]([c:2]1[cH:3][cH:4][cH:5][cH:6][cH:7]1)[CH:8]=[C:9]([C:10]#[N:11])[CH2:13][c:19]1[cH:20][c:21]([O:31][CH3:32])[c:22]([NH:23][C:24]([CH3:25])=[O:26])[c:27]([O:29][CH3:30])[cH:28]1. Starting materials: C(C)[S-].[Na+] (Sodium ethanethiolate), CN(C)C=O (DMF), ClC1=C(C=CC(=C1)OC)C1=NN=C(N1C)C1(CCCC1)C=1SC=CC1 (3-(2-chloro-4-methoxyphenyl)-4-methyl-5-[1-(2-thienyl)cyclopentyl]-4H-1,2,4-triazole). Solvent: C(Cl)(Cl)Cl (chloroform). Conditions: temperature 100 celsius, time 2 hour. Yields the product ClC=1C=C(C=CC1C1=NN=C(N1C)C1(CCCC1)C=1SC=CC1)O (3-chloro-4-{4-methyl-5-[1-(2-thienyl)cyclopentyl]-4H-1,2,4-triazol-3-yl}phenol). The yield is 10.4%. As a reaction SMILES: C([S-])C.[Na+].CN(C=O)C.[Cl:10][C:11]1[CH:16]=[C:15]([O:17]C)[CH:14]=[CH:13][C:12]=1[C:19]1[N:23]([CH3:24])[C:22]([C:25]2([C:30]3[S:31][CH:32]=[CH:33][CH:34]=3)[CH2:29][CH2:28][CH2:27][CH2:26]2)=[N:21][N:20]=1>C(Cl)(Cl)Cl>[Cl:10][C:11]1[CH:16]=[C:15]([OH:17])[CH:14]=[CH:13][C:12]=1[C:19]1[N:23]([CH3:24])[C:22]([C:25]2([C:30]3[S:31][CH:32]=[CH:33][CH:34]=3)[CH2:29][CH2:28][CH2:27][CH2:26]2)=[N:21][N:20]=1 |f:0.1|. Procedure details: Sodium ethanethiolate was added to a DMF (10 ml) solution of 3-(2-chloro-4-methoxyphenyl)-4-methyl-5-[1-(2-thienyl)cyclopentyl]-4H-1,2,4-triazole (300 mg), followed by stirring at 100° C. for 2 hours. After the reaction solution and chloroform were added to distilled water, the organic layer was separated. Furthermore, the organic layer washed with a saturated sodium chloride solution, dried over anhydrous magnesium sulfate, and filtered and then the solvent was removed by evaporation under redu... Reactants: C1(CC1)C(=O)C=1C(=NC=2SC=3CNCCC3C2C1C1=CC=CC=C1)C (cyclopropyl-(2-methyl-4-phenyl-5,6,7,8-tetrahydro-9-thia-1,7-diaza-fluoren-3-yl)-methanone). The reagents and catalysts are [Pd] (palladium on charcoal). Run in C1(=CC=CC=C1)C=CC1=CC=CC=C1 (diphenylethylene). Reaction conditions: temperature 150 celsius. Yields the product C1(CC1)C(=O)C=1C(=NC=2SC3=CN=CC=C3C2C1C1=CC=CC=C1)C (cyclopropyl-(2-methyl-4-phenyl-9-thia-1,7-diaza-fluoren-3-yl)-methanone). Yield: 7.7%. Reaction SMILES: [CH:1]1([C:4]([C:6]2[C:7]([CH3:25])=[N:8][C:9]3[S:10][C:11]4[CH2:12][NH:13][CH2:14][CH2:15][C:16]=4[C:17]=3[C:18]=2[C:19]2[CH:24]=[CH:23][CH:22]=[CH:21][CH:20]=2)=[O:5])[CH2:3][CH2:2]1>C1(C=CC2C=CC=CC=2)C=CC=CC=1.[Pd]>[CH:1]1([C:4]([C:6]2[C:7]([CH3:25])=[N:8][C:9]3[S:10][C:11]4[C:16]([C:17]=3[C:18]=2[C:19]2[CH:24]=[CH:23][CH:22]=[CH:21][CH:20]=2)=[CH:15][CH:14]=[N:13][CH:12]=4)=[O:5])[CH2:2][CH2:3]1. Procedure details: To a stirred solution of 0.46 g (1.32 mmol) cyclopropyl-(2-methyl-4-phenyl-5,6,7,8-tetrahydro-9-thia-1,7-diaza-fluoren-3-yl)-methanone in 7 ml diphenylethylene was added 230 mg palladium on charcoal 10%. The mixture was stirred over night at 150° C., and then poured onto ethyl acetate (about 150 ml), and extracted three times aqueous HCl (1M). The combined aqueous phases were basified with K2CO3 until ph=8, and then the product was extracted with ethyl acetate. The combined organic phase were dr... Reactants: C(C(=O)Cl)(=O)Cl (Oxalyl chloride), C(#N)C1=C(C(=O)[O-])C=CC=N1.[K+] (Potassium 2-cyanonicotinate), C(C(Cl)Cl)(O)Cl (trichloroethanol), N1=CC=CC=C1 (pyridine). Solvent: O (water), ClCCl (dichloromethane), ClCCl (dichloromethane). Product: C(#N)C1=C(C(=O)OCC(Cl)(Cl)Cl)C=CC=N1 (2,2,2-tri-chloroethyl 2-cyanonicotinate). Yield: 74.0%. RXN SMILES: C(Cl)(=O)C([Cl:4])=O.[C:7]([C:9]1[N:17]=[CH:16][CH:15]=[CH:14][C:10]=1[C:11]([O-:13])=[O:12])#[N:8].[K+].[CH:19](Cl)(O)[CH:20]([Cl:22])[Cl:21].N1C=CC=CC=1>ClCCl.O>[C:7]([C:9]1[N:17]=[CH:16][CH:15]=[CH:14][C:10]=1[C:11]([O:13][CH2:19][C:20]([Cl:22])([Cl:4])[Cl:21])=[O:12])#[N:8] |f:1.2|. Procedure details: Oxalyl chloride (2.8 g; 0.022 mol) is added to a suspension of compound 3 (4.1 g; 0.022 mol) in dichloromethane (50 cc). The mixture is heated under reflux until gas evolution ceases and then treated with a solution of trichloroethanol (3.3 g; 0.022 mol) and pyridine (3.5 g; 0.044 mol) in dichloromethane (30 cc). The mixture is then treated with water and then dried. After evaporation of the solvent and crystallization in pentane, 2,2,2-tri-chloroethyl 2-cyanonicotinate (4.55 g; m.p. 103° C.) is... Reactants: COC1=C(C=C(C=O)C=C1)OCCOC (4-methoxy-3-(2-methoxyethoxy)benzaldehyde), CC(=O)[O-].[K+] (KOAc), NO.Cl (NH2OH.HCl), O (water). Solvent: CC(=O)O (AcOH). Reaction conditions: temperature 130 celsius. The product is COC1=C(C=C(C#N)C=C1)OCCOC (4-methoxy-3-(2-methoxyethoxy)benzonitrile). Isolated yield 89.3%. As a reaction SMILES: [CH3:1][O:2][C:3]1[CH:10]=[CH:9][C:6]([CH:7]=O)=[CH:5][C:4]=1[O:11][CH2:12][CH2:13][O:14][CH3:15].CC([O-])=O.[K+].[NH2:21]O.Cl.O>CC(O)=O>[CH3:1][O:2][C:3]1[CH:10]=[CH:9][C:6]([C:7]#[N:21])=[CH:5][C:4]=1[O:11][CH2:12][CH2:13][O:14][CH3:15] |f:1.2,3.4|. Procedure details: To a solution of 4-methoxy-3-(2-methoxyethoxy)benzaldehyde (10 g) in AcOH (80 mL) was added KOAc (9.5 g) and NH2OH.HCl (6.7 g). The resulting mixture was heated at 130° C. for 18 h under N2 atmospheres. After reaction finished, the mixture was poured into water (400 mL). The solid was collected, washed with water (100 mL) and air-dried to give 4-methoxy-3-(2-methoxyethoxy)benzonitrile (8.8 g) as a light yellow solid. The reactants are CCOC(=O)C(CC(C)C)c1cc(-c2ccc(C(F)(F)F)cc2)cc(C2CCN(Cc3ccc(C(F)(F)F)cc3)CC2)c1, CO, [Na+], [OH-]. The product is CC(C)CC(C(=O)O)c1cc(-c2ccc(C(F)(F)F)cc2)cc(C2CCN(Cc3ccc(C(F)(F)F)cc3)CC2)c1. RXN SMILES: [CH2:1]([CH3:2])[O:3][C:4]([CH:5]([CH2:6][CH:7]([CH3:8])[CH3:9])[c:10]1[cH:11][c:12](-[c:33]2[cH:34][cH:35][c:36]([C:39]([F:40])([F:41])[F:42])[cH:37][cH:38]2)[cH:13][c:14]([CH:16]2[CH2:17][CH2:18][N:19]([CH2:22][c:23]3[cH:24][cH:25][c:26]([C:29]([F:30])([F:31])[F:32])[cH:27][cH:28]3)[CH2:20][CH2:21]2)[cH:15]1)=[O:43].[CH3:46][OH:47].[Na+:45].[OH-:44]>>[O:3]=[C:4]([CH:5]([CH2:6][CH:7]([CH3:8])[CH3:9])[c:10]1[cH:11][c:12](-[c:33]2[cH:34][cH:35][c:36]([C:39]([F:40])([F:41])[F:42])[cH:37][cH:38]2)[cH:13][c:14]([CH:16]2[CH2:17][CH2:18][N:19]([CH2:22][c:23]3[cH:24][cH:25][c:26]([C:29]([F:30])([F:31])[F:32])[cH:27][cH:28]3)[CH2:20][CH2:21]2)[cH:15]1)[OH:43].